Dataset: the Open Reaction Database (ORD), a public repository of structured organic reaction records. Task: describe an organic reaction: reactants, conditions, products, and yield Product: ClC=1C=C(C=CC1OC(F)(F)F)NC1=NC(=NC=C1F)NC=1C=CC2=C(CC(O2)C(=O)OC)C1 (N4-(3-chloro-4-trifluoromethoxyphenyl)-5-fluoro-N2-[2,3-dihydro-2-(methoxycarbonyl)benzofuran-5-yl]-2,4-pyrimidinediamine). Procedure details: In a like manner to the preparation of N4-(3,4-ethylenedioxyphenyl)-5-fluoro-N2-(3-hydroxyphenyl)-2,4-pyrimidinediamine, 2-chloro-N4-(3-chloro-4-trifluoromethoxyphenyl)-5-fluoro-4-pyrimidineamine and 5-amino-2,3-dihydro-2-(methoxycarbonyl)benzofuran were reacted to produce N4-(3-chloro-4-trifluoromethoxyphenyl)-5-fluoro-N2-[2,3-dihydro-2-(methoxycarbonyl)benzofuran-5-yl]-2,4-pyrimidinediamine. 1H NMR (DMSO-d6): δ 9.99 (bs, 1H), 9.49 (bs, 1H), 8.18 (d, 1H, J=4.5 Hz), 8.08 (t, 1H, J=2.4 Hz), 7.81–... RXN SMILES: Cl[C:2]1[N:7]=[C:6]([NH:8][C:9]2[CH:14]=[CH:13][C:12]([O:15][C:16]([F:19])([F:18])[F:17])=[C:11]([Cl:20])[CH:10]=2)[C:5]([F:21])=[CH:4][N:3]=1.[NH2:22][C:23]1[CH:24]=[CH:25][C:26]2[O:30][CH:29]([C:31]([O:33][CH3:34])=[O:32])[CH2:28][C:27]=2[CH:35]=1>>[Cl:20][C:11]1[CH:10]=[C:9]([NH:8][C:6]2[C:5]([F:21])=[CH:4][N:3]=[C:2]([NH:22][C:23]3[CH:24]=[CH:25][C:26]4[O:30][CH:29]([C:31]([O:33][CH3:34])=[O:32])[CH2:28][C:27]=4[CH:35]=3)[N:7]=2)[CH:14]=[CH:13][C:12]=1[O:15][C:16]([F:19])([F:18])[F:17]. Starting materials: ClC1=NC=C(C(=N1)NC1=CC(=C(C=C1)OC(F)(F)F)Cl)F (2-chloro-N4-(3-chloro-4-trifluoromethoxyphenyl)-5-fluoro-4-pyrimidineamine), NC=1C=CC2=C(CC(O2)C(=O)OC)C1 (5-amino-2,3-dihydro-2-(methoxycarbonyl)benzofuran). Yields the product CN(C1=CC=C(C(=O)NC2=CC3=C(NC(=N3)C3=CC=C(C=C3)C3=CC=C(C=C3)N(C)C)C=C2)C=C1)C (4-(dimethylamino)-N-(2-(4′-(dimethylamino)-[1,1′-biphenyl]-4-yl)-1H-benzo[d]imidazol-5-yl)benzamide). RXN SMILES: [N+:1]([C:4]1[CH:5]=[C:6]([NH:13][C:14](=[O:24])[C:15]2[CH:20]=[CH:19][C:18]([N:21]([CH3:23])[CH3:22])=[CH:17][CH:16]=2)[CH:7]=[CH:8][C:9]=1[N+:10]([O-])=O)([O-])=O.[CH3:25][N:26]([CH3:41])[C:27]1[CH:32]=[CH:31][C:30]([C:33]2[CH:40]=[CH:39][C:36]([CH:37]=O)=[CH:35][CH:34]=2)=[CH:29][CH:28]=1>>[CH3:22][N:21]([CH3:23])[C:18]1[CH:19]=[CH:20][C:15]([C:14]([NH:13][C:6]2[CH:7]=[CH:8][C:9]3[NH:10][C:37]([C:36]4[CH:35]=[CH:34][C:33]([C:30]5[CH:31]=[CH:32][C:27]([N:26]([CH3:25])[CH3:41])=[CH:28][CH:29]=5)=[CH:40][CH:39]=4)=[N:1][C:4]=3[CH:5]=2)=[O:24])=[CH:16][CH:17]=1. Starting materials: [N+](=O)([O-])C=1C=C(C=CC1[N+](=O)[O-])NC(C1=CC=C(C=C1)N(C)C)=O (N-(3,4-dinitrophenyl)-4-dimethylaminobenzamide), CN(C1=CC=C(C=C1)C1=CC=C(C=O)C=C1)C (4-(4-dimethylaminophenyl)benzaldehyde). Reported procedure: Compound 220 was prepared according to the procedure similar to that described in Scheme III from N-(3,4-dinitrophenyl)-4-dimethylaminobenzamide and 4-(4-dimethylaminophenyl)benzaldehyde. [M+H]+ calcd for C30H29N5O: 476.24; found: 475.98. The reactants are CN(C)C=O, FC(F)(F)c1ccc(CBr)cc1, [H-], O=[N+]([O-])c1ccc(Nc2cncnc2)cc1, [Na+]. Yields the product O=[N+]([O-])c1ccc(N(Cc2ccc(C(F)(F)F)cc2)c2cncnc2)cc1. As a reaction SMILES: [CH3:31][N:32]([CH3:33])[CH:34]=[O:35].[F:19][C:20]([c:21]1[cH:22][cH:23][c:24]([CH2:25][Br:26])[cH:27][cH:28]1)([F:29])[F:30].[H-:1].[N+:3](=[O:4])([O-:5])[c:6]1[cH:7][cH:8][c:9]([NH:12][c:13]2[cH:14][n:15][cH:16][n:17][cH:18]2)[cH:10][cH:11]1.[Na+:2]>>[N+:3](=[O:4])([O-:5])[c:6]1[cH:7][cH:8][c:9]([N:12]([c:13]2[cH:14][n:15][cH:16][n:17][cH:18]2)[CH2:25][c:24]2[cH:23][cH:22][c:21]([C:20]([F:19])([F:29])[F:30])[cH:28][cH:27]2)[cH:10][cH:11]1. Starting materials: NC=1C=CC=C2C=CC=C(C12)O (8-amino-1-naphthol), CCCCC(CCCCCC)=O (5-undecanone). Run in C(C)O (ethanol). The product is C1=CNOC2=C1C1=CC=CC=C1C=C2 (naphthooxazinine). The yield is 35.9%. As a reaction SMILES: [NH2:1][C:2]1C=CC=C2[C:11]=1C(O)=CC=C2.C[CH2:14][CH2:15][CH2:16][C:17](=[O:24])[CH2:18][CH2:19][CH2:20][CH2:21][CH2:22][CH3:23]>C(O)C>[CH:11]1[C:18]2[C:19]3[C:14]([CH:15]=[CH:16][C:17]=2[O:24][NH:1][CH:2]=1)=[CH:23][CH:22]=[CH:21][CH:20]=3. Procedure details: With 6.3 g of 8-amino-1-naphthol and 20 ml of ethanol, 8.1 g of 5-undecanone was mixed. The mixture was refluxed for 3 hours. The reaction mixture was condensed, and purified in a column chromatography (silica gel, n-hexane/ethyl acetate=1/6) to obtain 2.6 g of naphthooxazinine. RXN SMILES: [BH4-:29].[CH3:23][OH:24].[CH3:25][NH2:26].[CH3:27][OH:28].[Cl:1][c:2]1[c:3](-[n:8]2[n:9][c:10]([CH:21]=[O:22])[cH:11][c:12]2[S:13][c:14]2[n:15][c:16]([CH3:20])[cH:17][cH:18][cH:19]2)[cH:4][cH:5][cH:6][cH:7]1.[Na+:30].[O:31]1[CH2:32][CH2:33][CH2:34][CH2:35]1>>[Cl:1][c:2]1[c:3](-[n:8]2[n:9][c:10]([CH2:21][NH:26][CH3:25])[cH:11][c:12]2[S:13][c:14]2[n:15][c:16]([CH3:20])[cH:17][cH:18][cH:19]2)[cH:4][cH:5][cH:6][cH:7]1. Product: CNCc1cc(Sc2cccc(C)n2)n(-c2ccccc2Cl)n1. Starting materials: [BH4-], CO, CN, CO, Cc1cccc(Sc2cc(C=O)nn2-c2ccccc2Cl)n1, [Na+], C1CCOC1. The reactants are OC(C)[C@@H]1C(N[C@H]1C#C)=O (trans-3-(1-hydroxyethyl)-4-ethynyl-2-azetidinone), [H][H] (hydrogen), [H][H] (hydrogen). Reagents/catalysts: [Pd].CC(=O)[O-].CC(=O)[O-].[Pb+2] (Lindlar catalyst). The solvent is C(C)O (ethanol). The product is OC(C)[C@@H]1C(N[C@H]1C=C)=O (trans-3-(1-hydroxyethyl)-4-vinyl-2-azetidinone). Yield: 98.6%. As a reaction SMILES: [OH:1][CH:2]([C@H:4]1[C@H:7]([C:8]#[CH:9])[NH:6][C:5]1=[O:10])[CH3:3].[H][H]>C(O)C.[Pd].CC([O-])=O.CC([O-])=O.[Pb+2]>[OH:1][CH:2]([C@H:4]1[C@H:7]([CH:8]=[CH2:9])[NH:6][C:5]1=[O:10])[CH3:3] |f:3.4.5.6|. Procedure details: A solution of trans-3-(1-hydroxyethyl)-4-ethynyl-2-azetidinone (0.10 g) in ethanol (5 ml) is subjected to catalytic reduction with hydrogen gas in the presence of Lindlar catalyst (0.01 g). The reduction is continued until 14 ml of hydrogen gas has been absorbed. The catalyst is then filtered off and the filtrate is concentrated under reduced pressure to give 0.1 g of trans-3-(1-hydroxyethyl)-4-vinyl-2-azetidinone. The reagents and catalysts are [Pd] (palladium on charcoal). Solvent: alcohol. The product is FC(C(O)(C=1C=C2CCNC2=CC1)C(F)(F)F)(F)F (α,α-bis(trifluoromethyl)-2,3-dihydro-1H-indole-5-methanol). Procedure details: A mixture of 55 g (0.15 mole) of 1-benzyl-α,α-bis(trifluoromethyl)-2,3-dihydro-1H-indole-5-methanol, 200 ml of alcohol, 32 ml of concentrated hydrochloric acid, and 2 g of 10% palladium on charcoal is shaken in a Parr apparatus at an initial pressure of three atmospheres until no further change of pressure is observed. The catalyst is filtered off, and the filtrate is evaporated. The residue is distributed between ether and 8 N ammonium hydroxide. The ether layer is separated, washed (saturated ... The yield is 77.8%. Reactants: C(C1=CC=CC=C1)N1CCC2=CC(=CC=C12)C(O)(C(F)(F)F)C(F)(F)F (1-benzyl-α,α-bis(trifluoromethyl)-2,3-dihydro-1H-indole-5-methanol), Cl (hydrochloric acid). As a reaction SMILES: C([N:8]1[C:16]2[C:11](=[CH:12][C:13]([C:17]([C:23]([F:26])([F:25])[F:24])([C:19]([F:22])([F:21])[F:20])[OH:18])=[CH:14][CH:15]=2)[CH2:10][CH2:9]1)C1C=CC=CC=1.Cl>[Pd]>[F:26][C:23]([F:24])([F:25])[C:17]([C:19]([F:22])([F:20])[F:21])([C:13]1[CH:12]=[C:11]2[C:16](=[CH:15][CH:14]=1)[NH:8][CH2:9][CH2:10]2)[OH:18].